Dataset: the Open Reaction Database (ORD), a public repository of structured organic reaction records. Task: describe an organic reaction: reactants, conditions, products, and yield Starting materials: O=C(Nc1ccc(C(=O)Nc2cc(S(=O)(=O)O)cc3cc(S(=O)(=O)O)cc(S(=O)(=O)O)c23)c(S(=O)(=O)O)c1)c1ccc([N+](=O)[O-])cc1S(=O)(=O)O, O. Yields the product Nc1ccc(C(=O)Nc2ccc(C(=O)Nc3cc(S(=O)(=O)O)cc4cc(S(=O)(=O)O)cc(S(=O)(=O)O)c34)c(S(=O)(=O)O)c2)c(S(=O)(=O)O)c1. RXN SMILES: [N+:1]([O-:2])(=[O:3])[c:4]1[cH:5][c:6]([S:48](=[O:49])(=[O:50])[OH:51])[c:7]([C:8](=[O:9])[NH:10][c:11]2[cH:12][c:13]([S:42](=[O:43])(=[O:44])[OH:45])[c:14]([C:15](=[O:16])[NH:17][c:18]3[cH:19][c:20]([S:36](=[O:37])(=[O:38])[OH:39])[cH:21][c:22]4[cH:23][c:24]([S:32](=[O:33])(=[O:34])[OH:35])[cH:25][c:26]([S:28](=[O:29])(=[O:30])[OH:31])[c:27]34)[cH:40][cH:41]2)[cH:46][cH:47]1.[OH2:52]>>[NH2:1][c:4]1[cH:5][c:6]([S:48](=[O:49])(=[O:50])[OH:51])[c:7]([C:8](=[O:9])[NH:10][c:11]2[cH:12][c:13]([S:42](=[O:43])(=[O:44])[OH:45])[c:14]([C:15](=[O:16])[NH:17][c:18]3[cH:19][c:20]([S:36](=[O:37])(=[O:38])[OH:39])[cH:21][c:22]4[cH:23][c:24]([S:32](=[O:33])(=[O:34])[OH:35])[cH:25][c:26]([S:28](=[O:29])(=[O:30])[OH:31])[c:27]34)[cH:40][cH:41]2)[cH:46][cH:47]1. Starting materials: O=C(Cl)c1ccc(Cl)cc1, Nc1ccccc1NCC1CCN(c2ccncc2)CC1. Yields the product O=C(Nc1ccccc1NCC1CCN(c2ccncc2)CC1)c1ccc(Cl)cc1. RXN SMILES: [Cl:22][C:23](=[O:24])[c:25]1[cH:26][cH:27][c:28]([Cl:29])[cH:30][cH:31]1.[n:1]1[cH:2][cH:3][c:4]([N:7]2[CH2:8][CH2:9][CH:10]([CH2:13][NH:14][c:15]3[c:16]([NH2:21])[cH:17][cH:18][cH:19][cH:20]3)[CH2:11][CH2:12]2)[cH:5][cH:6]1>>[n:1]1[cH:2][cH:3][c:4]([N:7]2[CH2:8][CH2:9][CH:10]([CH2:13][NH:14][c:15]3[c:16]([NH:21][C:23](=[O:24])[c:25]4[cH:26][cH:27][c:28]([Cl:29])[cH:30][cH:31]4)[cH:17][cH:18][cH:19][cH:20]3)[CH2:11][CH2:12]2)[cH:5][cH:6]1. Starting materials: Cc1ccccc1, O=C(Cl)Cl, FC1=Cc2ccccc2Nc2ccccc21. The product is O=C(Cl)N1c2ccccc2C=C(F)c2ccccc21. Reaction SMILES: [CH3:21][c:22]1[cH:23][cH:24][cH:25][cH:26][cH:27]1.[Cl:17][C:18]([Cl:19])=[O:20].[F:1][C:2]1=[CH:3][c:4]2[c:5]([cH:13][cH:14][cH:15][cH:16]2)[NH:6][c:7]2[c:8]1[cH:9][cH:10][cH:11][cH:12]2>>[F:1][C:2]1=[CH:3][c:4]2[c:5]([cH:13][cH:14][cH:15][cH:16]2)[N:6]([C:18]([Cl:17])=[O:20])[c:7]2[c:8]1[cH:9][cH:10][cH:11][cH:12]2. Reactants: O=C([O-])O, Cc1ccccc1, COc1ccc(Cl)cc1C(=O)Cl, Cl, CCOC(=O)Cc1ccc(N)cc1, [Na+], O, c1ccncc1. Yields the product CCOC(=O)Cc1ccc(NC(=O)c2cc(Cl)ccc2OC)cc1. As a reaction SMILES: [C:27](=[O:28])([OH:29])[O-:30].[CH3:32][c:33]1[cH:34][cH:35][cH:36][cH:37][cH:38]1.[Cl:14][c:15]1[cH:16][cH:17][c:18]([O:24][CH3:25])[c:19]([C:20](=[O:21])[Cl:22])[cH:23]1.[ClH:26].[NH2:1][c:2]1[cH:3][cH:4][c:5]([CH2:8][C:9](=[O:10])[O:11][CH2:12][CH3:13])[cH:6][cH:7]1.[Na+:31].[OH2:39].[cH:40]1[cH:41][cH:42][n:43][cH:44][cH:45]1>>[NH:1]([c:2]1[cH:3][cH:4][c:5]([CH2:8][C:9](=[O:10])[O:11][CH2:12][CH3:13])[cH:6][cH:7]1)[C:20]([c:19]1[c:18]([O:24][CH3:25])[cH:17][cH:16][c:15]([Cl:14])[cH:23]1)=[O:21]. Reactants: C[Si](C)(C)[O-], CC1CCCO1, Cc1cc([N+](=O)[O-])c(C(=O)O)c(F)c1F, [K+]. Reaction SMILES: [CH3:1][Si:2]([O-:3])([CH3:4])[CH3:5].[CH3:22][CH:23]1[CH2:24][CH2:25][CH2:26][O:27]1.[F:7][c:8]1[c:9]([C:10](=[O:11])[OH:12])[c:13]([N+:19](=[O:20])[O-:21])[cH:14][c:15]([CH3:18])[c:16]1[F:17].[K+:6]>>[OH:3][c:16]1[c:8]([F:7])[c:9]([C:10](=[O:11])[OH:12])[c:13]([N+:19](=[O:20])[O-:21])[cH:14][c:15]1[CH3:18]. Yields the product Cc1cc([N+](=O)[O-])c(C(=O)O)c(F)c1O. Product: C(C)(=O)NCCOC1=CC=C(C[C@@H]([C@@H](CN(CC(C)C)S(=O)(=O)C2=CC3=C(OCO3)C=C2)O)NC(O[C@H]2CO[C@H]3OCC[C@H]32)=O)C=C1 ((3R,3aS,6aR)-hexahydrofuro[2,3-b]furan-3-yl (1S,2R)-1-{4-[2-(acetylamino) ethoxy]benzyl}-3-[(1,3-benzodioxol-5-ylsulfonyl)(isobutyl)amino]-2-hydroxypropylcarbamate). RXN SMILES: [NH2:1][CH2:2][CH2:3][O:4][C:5]1[CH:44]=[CH:43][C:8]([CH2:9][C@H:10]([NH:31][C:32](=[O:42])[O:33][C@@H:34]2[C@H:41]3[C@H:37]([O:38][CH2:39][CH2:40]3)[O:36][CH2:35]2)[C@H:11]([OH:30])[CH2:12][N:13]([S:18]([C:21]2[CH:29]=[CH:28][C:24]3[O:25][CH2:26][O:27][C:23]=3[CH:22]=2)(=[O:20])=[O:19])[CH2:14][CH:15]([CH3:17])[CH3:16])=[CH:7][CH:6]=1.C(N(CC)C(C)C)(C)C.[C:54](Cl)(=[O:56])[CH3:55]>C1COCC1.C(Cl)Cl>[C:54]([NH:1][CH2:2][CH2:3][O:4][C:5]1[CH:44]=[CH:43][C:8]([CH2:9][C@H:10]([NH:31][C:32](=[O:42])[O:33][C@@H:34]2[C@H:41]3[C@H:37]([O:38][CH2:39][CH2:40]3)[O:36][CH2:35]2)[C@H:11]([OH:30])[CH2:12][N:13]([S:18]([C:21]2[CH:29]=[CH:28][C:24]3[O:25][CH2:26][O:27][C:23]=3[CH:22]=2)(=[O:19])=[O:20])[CH2:14][CH:15]([CH3:17])[CH3:16])=[CH:7][CH:6]=1)(=[O:56])[CH3:55] |f:3.4|. Procedure details: A solution of 21 mg (0.033 mmol) of (3R,3aS,6aR)-hexahydrofuro[2,3-b]furan-3-yl (1S,2R)-1-[4-(2-aminoethoxy)benzyl]-3-[(1,3-benzodioxol-5-ylsulfonyl)(isobutyl)amino]-2-hydroxypropylcarbamate in 2 mL of 1:1 THF/CH2Cl2 was treated with 9 μL (0.050 mmol) of N,N-diisopropylethylamine followed by 2.6 mL (0.036 mmol) of acetyl chloride. The resulting solution was stirred at RT. After 1.5 hours the solution was concentrated in vacuo and the residue subjected to flash chromatography (SiO2, 95:5 CH2Cl2/M... The yield is 86.0%. Reactants: NCCOC1=CC=C(C[C@@H]([C@@H](CN(CC(C)C)S(=O)(=O)C2=CC3=C(OCO3)C=C2)O)NC(O[C@H]2CO[C@H]3OCC[C@H]32)=O)C=C1 ((3R,3aS,6aR)-hexahydrofuro[2,3-b]furan-3-yl (1S,2R)-1-[4-(2-aminoethoxy)benzyl]-3-[(1,3-benzodioxol-5-ylsulfonyl)(isobutyl)amino]-2-hydroxypropylcarbamate), C(C)(C)N(C(C)C)CC (N,N-diisopropylethylamine), C(C)(=O)Cl (acetyl chloride). The solvent is C1CCOC1.C(Cl)Cl (THF CH2Cl2).